Dataset: the Open Reaction Database (ORD), a public repository of structured organic reaction records. Task: describe an organic reaction: reactants, conditions, products, and yield Starting materials: C[Si](C)(C)[N-][Si](C)(C)C, CS(C)=O, [Li+], C1CCOC1, O, Oc1cccnc1. The product is c1cncc(OCC2CO2)c1. Reaction SMILES: [CH3:13][Si:14]([N-:15][Si:16]([CH3:17])([CH3:18])[CH3:19])([CH3:20])[CH3:21].[CH3:24][S:25](=[O:26])[CH3:27].[Li+:22].[O:8]1[CH2:9][CH2:10][CH2:11][CH2:12]1.[OH2:23].[OH:1][c:2]1[cH:3][n:4][cH:5][cH:6][cH:7]1>>[O:1]([c:2]1[cH:3][n:4][cH:5][cH:6][cH:7]1)[CH2:11][CH:12]1[O:8][CH2:9]1.